From a dataset of the Open Reaction Database (ORD), a public repository of structured organic reaction records. describe an organic reaction: reactants, conditions, products, and yield Reactants: O1CCC(CC1)=O (tetrahydro-4H-pyran-4-one), C(C)(=O)O[BH-](OC(C)=O)OC(C)=O.[Na+] (sodium triacetoxyborohydride), Cl.CC=1C(=CC2=C(N(C(N2)=O)C2CCNCC2)C1)C(F)(F)F (6-Methyl-1-(4-piperidinyl)-5-(trifluoromethyl)-1,3-dihydro-2H-benzimidazol-2-one hydrochloride), O1CCC(CC1)=O (tetrahydro-4H-pyran-4-one), C(C)(=O)O[BH-](OC(C)=O)OC(C)=O.[Na+] (sodium triacetoxyborohydride). Run in C(C)N(CC)CC (triethylamine), ClCCCl (1,2-dichloroethane), ClCCCl (1,2-dichloroethane), C(C)N(CC)CC (triethylamine). Conditions: time 2 hour. The product is CC=1C(=CC2=C(N(C(N2)=O)C2CCN(CC2)C2CCOCC2)C1)C(F)(F)F (6-methyl-1-[1-(tetrahydro-2H-pyran-4-yl)-4-piperidinyl]-5-(trifluoromethyl)-1,3-dihydro-2H-benzimidazol-2-one). RXN SMILES: Cl.[CH3:2][C:3]1[C:4]([C:19]([F:22])([F:21])[F:20])=[CH:5][C:6]2[NH:10][C:9](=[O:11])[N:8]([CH:12]3[CH2:17][CH2:16][NH:15][CH2:14][CH2:13]3)[C:7]=2[CH:18]=1.[O:23]1[CH2:28][CH2:27][C:26](=O)[CH2:25][CH2:24]1.C(O[BH-](OC(=O)C)OC(=O)C)(=O)C.[Na+]>ClCCCl.C(N(CC)CC)C>[CH3:2][C:3]1[C:4]([C:19]([F:20])([F:22])[F:21])=[CH:5][C:6]2[NH:10][C:9](=[O:11])[N:8]([CH:12]3[CH2:13][CH2:14][N:15]([CH:26]4[CH2:27][CH2:28][O:23][CH2:24][CH2:25]4)[CH2:16][CH2:17]3)[C:7]=2[CH:18]=1 |f:0.1,3.4|. Procedure: 6-Methyl-1-(4-piperidinyl)-5-(trifluoromethyl)-1,3-dihydro-2H-benzimidazol-2-one hydrochloride (D60) (2.2 mmol), was dissolved in 1,2-dichloroethane (50 ml) and triethylamine (7 ml), tetrahydro-4H-pyran-4-one (7 eq., 15.4 mmol, 1.4 ml), sodium triacetoxyborohydride (7 eq., ˜3.2 g) were added in that order at room temperature and the mixture was stirred at room temperature for 2 hours. Reaction mixture was quenched with 10 ml of NaHCO3 (saturated solution) and diluted with dichloromethane; the tw... The reactants are O=C([O-])O, CCOC(C)=O, O=C1CCC(=O)N1Cl, C=Cc1c(O)cccc1Cl, [K+], O, CC(C)(C)OC(=O)N1CCC(c2nc(C=NO)cs2)CC1. Yields the product CC(C)(C)OC(=O)N1CCC(c2nc(C3=NOC(c4c(O)cccc4Cl)C3)cs2)CC1. Reaction SMILES: [C:40](=[O:41])([O-:42])[OH:43].[CH3:45][CH2:46][O:47][C:48](=[O:49])[CH3:50].[Cl:22][N:23]1[C:24](=[O:25])[CH2:26][CH2:27][C:28]1=[O:29].[Cl:30][c:31]1[c:32]([CH:38]=[CH2:39])[c:33]([OH:37])[cH:34][cH:35][cH:36]1.[K+:44].[OH2:51].[OH:1][N:2]=[CH:3][c:4]1[n:5][c:6]([CH:9]2[CH2:10][CH2:11][N:12]([C:15](=[O:16])[O:17][C:18]([CH3:19])([CH3:20])[CH3:21])[CH2:13][CH2:14]2)[s:7][cH:8]1>>[O:1]1[N:2]=[C:3]([c:4]2[n:5][c:6]([CH:9]3[CH2:10][CH2:11][N:12]([C:15](=[O:16])[O:17][C:18]([CH3:19])([CH3:20])[CH3:21])[CH2:13][CH2:14]3)[s:7][cH:8]2)[CH2:39][CH:38]1[c:32]1[c:31]([Cl:30])[cH:36][cH:35][cH:34][c:33]1[OH:37].